This data is from the Open Reaction Database (ORD), a public repository of structured organic reaction records. The task is: describe an organic reaction: reactants, conditions, products, and yield Starting materials: FC1=C(CC2=C(C(=CC=C2)OC)N([C@H](C)C(=O)OC)S(=O)(=O)C2=CC(=C(C=C2)OC)OC)C(=CC=C1)F (methyl N-[2-(2,6-difluorobenzyl)-6-methoxyphenyl]-N-[(3,4-dimethoxyphenyl)sulfonyl]-(R)-alaninate), O.[OH-].[Li+] (lithium hydroxide monohydrate). Solvent: O1CCOCC1.O (1,4-dioxane water). Reaction conditions: time 48 hour. Product: FC1=C(CC2=C(C(=CC=C2)OC)N([C@H](C)C(=O)O)S(=O)(=O)C2=CC(=C(C=C2)OC)OC)C(=CC=C1)F (N-[2-(2,6-difluorobenzyl)-6-methoxyphenyl]-N-[(3,4-dimethoxyphenyl)sulfonyl]-(R)-alanine). Isolated yield 50.1%. RXN SMILES: [F:1][C:2]1[CH:36]=[CH:35][CH:34]=[C:33]([F:37])[C:3]=1[CH2:4][C:5]1[CH:10]=[CH:9][CH:8]=[C:7]([O:11][CH3:12])[C:6]=1[N:13]([S:20]([C:23]1[CH:28]=[CH:27][C:26]([O:29][CH3:30])=[C:25]([O:31][CH3:32])[CH:24]=1)(=[O:22])=[O:21])[C@@H:14]([C:16]([O:18]C)=[O:17])[CH3:15].O.[OH-].[Li+]>O1CCOCC1.O>[F:1][C:2]1[CH:36]=[CH:35][CH:34]=[C:33]([F:37])[C:3]=1[CH2:4][C:5]1[CH:10]=[CH:9][CH:8]=[C:7]([O:11][CH3:12])[C:6]=1[N:13]([S:20]([C:23]1[CH:28]=[CH:27][C:26]([O:29][CH3:30])=[C:25]([O:31][CH3:32])[CH:24]=1)(=[O:22])=[O:21])[C@@H:14]([C:16]([OH:18])=[O:17])[CH3:15] |f:1.2.3,4.5|. Procedure details: To 0.164 g of methyl N-[2-(2,6-difluorobenzyl)-6-methoxyphenyl]-N-[(3,4-dimethoxyphenyl)sulfonyl]-(R)-alaninate dissolved in 8 ml of a 1,4-dioxane/water mixture (4/1) is added, at room temperature, 0.015 g of lithium hydroxide monohydrate. The mixture is left at room temperature for 48 hours. The reaction medium is washed with 1M hydrochloric acid solution and extracted with ethyl acetate. The organic phase is dried over anhydrous sodium sulfate and concentrated. The residue is chromatographed o... Reactants: O=C[C@H](O)[C@@H](O)[C@H](O)[C@H](O)CO (glucose), [Na+].[Cl-] (NaCl), Cl.N[C@@H](CS)C(=O)O (cysteine hydrochloride), C([O-])([O-])=O.[Ca+2] (calcium carbonate), butyl rubber. Run at temperature 30 celsius. The product is OC(C(=O)O)CC(C)C.C(C(O)C)(=O)O (2-hydroxyisocaproic acid lactic acid). RXN SMILES: O=[CH:2][C@@H:3]([C@H:5]([C@@H:7]([C@@H:9]([CH2:11][OH:12])[OH:10])O)O)O.[Na+].[Cl-].Cl.N[C@H:17]([C:20]([OH:22])=[O:21])[CH2:18]S.C(=O)([O-])[O-:24].[Ca+2]>>[OH:24][CH:17]([CH2:18][CH:3]([CH3:5])[CH3:2])[C:20]([OH:22])=[O:21].[C:11]([OH:12])(=[O:21])[CH:9]([CH3:7])[OH:10] |f:1.2,3.4,5.6,7.8|. Procedure: 200 parts by weight of this glucose was mixed with 11,000 parts by weight of a culture medium (10 g/l of peptone, 5 g/l of yeast extract, 2 g/l of meat extract, 5 g/l of NaCl, 2 g/l of cysteine hydrochloride and 5 g/l of calcium carbonate), and the mixture formed was injected into a pressure bottle. After the gaseous-phase portion in the bottle was displaced with nitrogen gas, the bottle was hermetically closed with a butyl rubber stopper, which was then treated in an autoclave (121° C., 98 kPa ... The reactants are CCOC(=O)Cc1c(CC)[nH]c2ccc(OC)cc12, ClCc1cccc(Cl)c1, O. Product: CCOC(=O)Cc1c(CC)n(Cc2cccc(Cl)c2)c2ccc(OC)cc12. RXN SMILES: [CH2:1]([CH3:2])[O:3][C:4]([CH2:5][c:6]1[c:7]([CH2:17][CH3:18])[nH:8][c:9]2[cH:10][cH:11][c:12]([O:15][CH3:16])[cH:13][c:14]12)=[O:19].[Cl:20][c:21]1[cH:22][c:23]([CH2:24][Cl:25])[cH:26][cH:27][cH:28]1.[OH2:29]>>[CH2:1]([CH3:2])[O:3][C:4]([CH2:5][c:6]1[c:7]([CH2:17][CH3:18])[n:8]([CH2:24][c:23]2[cH:22][c:21]([Cl:20])[cH:28][cH:27][cH:26]2)[c:9]2[cH:10][cH:11][c:12]([O:15][CH3:16])[cH:13][c:14]12)=[O:19]. The reactants are FC1=CC=C2CCC(C2=C1)=O (6-Fluoro-indan-1-one), C(#N)CC(=O)OCC (ethyl cyanoacetate), C(C)(=O)[O-].[NH4+] (ammonium acetate), C(C)(=O)O (acetic acid). The solvent is C1(=CC=CC=C1)C (toluene), O (water). Yields the product C(#N)\C(\C(=O)OCC)=C/1\CCC2=CC=C(C=C12)F ((E)-ethyl 2-cyano-2-(6-fluoro-2,3-dihydro-1H-inden-1-ylidene)acetate). RXN SMILES: [F:1][C:2]1[CH:10]=[C:9]2[C:5]([CH2:6][CH2:7][C:8]2=O)=[CH:4][CH:3]=1.[C:12]([CH2:14][C:15]([O:17][CH2:18][CH3:19])=[O:16])#[N:13].C([O-])(=O)C.[NH4+].C(O)(=O)C>C1(C)C=CC=CC=1.O>[C:12](/[C:14](=[C:8]1/[CH2:7][CH2:6][C:5]2[C:9]/1=[CH:10][C:2]([F:1])=[CH:3][CH:4]=2)/[C:15]([O:17][CH2:18][CH3:19])=[O:16])#[N:13] |f:2.3|. Reported procedure: The mixture of compound 6-Fluoro-indan-1-one (5 g, 0.03 mol), and ethyl cyanoacetate (5 g, 0.05 mol), ammonium acetate (25 g, 0.33 mol) and glacial acetic acid (50 ml) in toluene (205 ml) was refluxed with a Dean Stark water trap for 4 h. The mixture was concentrated in vacuo, the residue washed by water and EtOH three times to afford the the compound (8.00 g, y=97.96%).